From a dataset of the Open Reaction Database (ORD), a public repository of structured organic reaction records. describe an organic reaction: reactants, conditions, products, and yield The reactants are ice water, BrC=1C=C2C(=[N+](C1C)[O-])NC=N2 (6-bromo-5-methyl-3H-imidazo[4,5-b]pyridine 4-oxide), O=P(Cl)(Cl)Cl (POCl3), C(=O)(O)[O-].[Na+] (NaHCO3). Product: BrC=1C(=C2C(=NC1C)NC=N2)Cl (6-bromo-7-chloro-5-methyl-3H-imidazo[4,5-b]pyridine). Reaction SMILES: [Br:1][C:2]1[CH:3]=[C:4]2[N:12]=[CH:11][NH:10][C:5]2=[N+:6]([O-])[C:7]=1[CH3:8].C([O-])(O)=O.[Na+].O=P(Cl)(Cl)[Cl:20]>>[Br:1][C:2]1[C:3]([Cl:20])=[C:4]2[N:12]=[CH:11][NH:10][C:5]2=[N:6][C:7]=1[CH3:8] |f:1.2|. Reported procedure: A solution of 6-bromo-5-methyl-3H-imidazo[4,5-b]pyridine 4-oxide (1.00 equivalent) in POCl3 (excess) is stirred at 80° C. for 16 hours. The reaction mixture is concentrated in vacuo to give the crude material that is poured into ice-water. The resulting aqueous solution is neutralized with saturated aqueous NaHCO3 and extracted with EtOAc. The organic layer is dried over MgSO4, filtered, and concentrated in vacuo to afford the desired product. The product is purified by trituration or flash colu... Reactants: CC(C)(C)c1cc(F)ccc1OC1CCN(C(=O)c2nc[nH]n2)CC1, CS(=O)(=O)Cl, c1ccncc1. Yields the product CC(C)(C)c1cc(F)ccc1OC1CCN(C(=O)c2ncn(S(C)(=O)=O)n2)CC1. As a reaction SMILES: [C:1]([CH3:2])([CH3:3])([CH3:4])[c:5]1[c:6]([O:7][CH:8]2[CH2:9][CH2:10][N:11]([C:14](=[O:15])[c:16]3[n:17][nH:18][cH:19][n:20]3)[CH2:12][CH2:13]2)[cH:21][cH:22][c:23]([F:25])[cH:24]1.[CH3:26][S:27]([Cl:28])(=[O:29])=[O:30].[cH:31]1[cH:32][cH:33][n:34][cH:35][cH:36]1>>[C:1]([CH3:2])([CH3:3])([CH3:4])[c:5]1[c:6]([O:7][CH:8]2[CH2:9][CH2:10][N:11]([C:14](=[O:15])[c:16]3[n:17][n:18]([S:27]([CH3:26])(=[O:29])=[O:30])[cH:19][n:20]3)[CH2:12][CH2:13]2)[cH:21][cH:22][c:23]([F:25])[cH:24]1. Starting materials: BrC1=CC=C(CN2C(CCC3=C(C=CC=C23)C=C2C(NC(S2)=S)=O)=O)C=C1 (1-(4-bromobenzyl)-5-(4-oxo-2-thioxothiazolidine-5-ylidenemethyl)-3,4-dihydro-1H-quinolin-2-one), [BH4-].[Na+] (sodium borohydride), cobalt chloride 6-hydrate, CC(C(=NO)C)=NO (dimethylglyoxime), [OH-].[Na+] (sodium hydroxide), S(=O)(=O)(O)[O-].[K+] (potassium hydrogensulfate). Run in CO (methanol), CN(C)C=O (DMF), C1CCOC1 (THF), O (water). Reaction conditions: time 30 minute. Yields the product BrC1=CC=C(CN2C(CCC3=C(C=CC=C23)CC2C(NC(S2)=S)=O)=O)C=C1 (1-(4-bromobenzyl)-5-(4-oxo-2-thioxothiazolidin-5-ylmethyl)-3,4-dihydro-1H-quinolin-2-one). The yield is 89.0%. RXN SMILES: [Br:1][C:2]1[CH:27]=[CH:26][C:5]([CH2:6][N:7]2[C:16]3[C:11](=[C:12]([CH:17]=[C:18]4[S:22][C:21](=[S:23])[NH:20][C:19]4=[O:24])[CH:13]=[CH:14][CH:15]=3)[CH2:10][CH2:9][C:8]2=[O:25])=[CH:4][CH:3]=1.[OH-].[Na+].CC(=NO)C(C)=NO.[BH4-].[Na+].S([O-])(O)(=O)=O.[K+]>CN(C=O)C.C1COCC1.O.CO>[Br:1][C:2]1[CH:3]=[CH:4][C:5]([CH2:6][N:7]2[C:16]3[C:11](=[C:12]([CH2:17][CH:18]4[S:22][C:21](=[S:23])[NH:20][C:19]4=[O:24])[CH:13]=[CH:14][CH:15]=3)[CH2:10][CH2:9][C:8]2=[O:25])=[CH:26][CH:27]=1 |f:1.2,4.5,6.7|. Procedure: 50 mg of 1-(4-bromobenzyl)-5-(4-oxo-2-thioxothiazolidine-5-ylidenemethyl)-3,4-dihydro-1H-quinolin-2-one was suspended in a mixed solvent of 0.15 ml of methanol, 0.1 ml of water, 0.08 ml of an aqueous 1 N-sodium hydroxide solution, and 0.1 ml of THF. 0.03 ml of a DMF (5 ml) solution of 42 mg of cobalt chloride 6-hydrate and 250 mg of dimethylglyoxime was further added to the suspension, and the mixture was heated to 30° C. to 40° C. An aqueous solution (0.1 ml) of 15 mg of sodium borohydride was ... Starting materials: COCOCCN(CCOCOC)CCOCOC (tris(2-(methoxymethoxy)ethyl)-amine), ClC1=CC(=CC=C1)C(=O)OO (m-chloroperbenzoic acid). Solvent: ClCCl (dichloromethane), ClCCl (dichloromethane). Run at time 1 hour. Product: COCOCC[N+](CCOCOC)(CCOCOC)[O-] (tris(2-(methoxymethoxy)ethyl)amine oxide). Reaction SMILES: [CH3:1][O:2][CH2:3][O:4][CH2:5][CH2:6][N:7]([CH2:14][CH2:15][O:16][CH2:17][O:18][CH3:19])[CH2:8][CH2:9][O:10][CH2:11][O:12][CH3:13].ClC1C=CC=C(C(OO)=[O:28])C=1>ClCCl>[CH3:19][O:18][CH2:17][O:16][CH2:15][CH2:14][N+:7]([O-:28])([CH2:6][CH2:5][O:4][CH2:3][O:2][CH3:1])[CH2:8][CH2:9][O:10][CH2:11][O:12][CH3:13]. Procedure details: 28.1 g (0.1 mole) of tris(2-(methoxymethoxy)ethyl)-amine was dissolved in 85 g of dichloromethane, which was ice cooled. To the solution, 26.5 g (0.1 mole) of 65% pure m-chloroperbenzoic acid in 250 g of dichloromethane was added dropwise at such a rate that the mixture might not exceed 5° C. The mixture was allowed to mature for one hour at room temperature. The reaction solution was concentrated below 30° C. and the residue was purified by column chromatography (basic alumina, elute; dichlorom... The reactants are [Cl-], NC(Cc1c[nH]cn1)C(=O)O, [Na+], O. Yields the product [Cl-], NC(Cc1c[nH]cn1)C(=O)O, [Na+]. As a reaction SMILES: [Cl-:13].[NH2:1][CH:2]([CH2:3][c:4]1[cH:5][nH:6][cH:7][n:8]1)[C:9]([OH:10])=[O:11].[Na+:12].[OH2:14]>>[Cl-:13].[NH2:1][CH:2]([CH2:3][c:4]1[cH:5][nH:6][cH:7][n:8]1)[C:9](=[O:10])[OH:11].[Na+:12].